Dataset: the Open Reaction Database (ORD), a public repository of structured organic reaction records. Task: describe an organic reaction: reactants, conditions, products, and yield Starting materials: [Cl-].[NH4+] (ammonium chloride), COC(=O)NC=1NC=2C=CC=CC2N1 (Carbendazim). Solvent: O (water). The product is C(=O)(OC)NC=1NC2=C(N1)C=CC=C2 (2-(carbomethoxy-amino)-benzimidazole), nonyl phenol-poly, C1CO1 (ethylene oxide). RXN SMILES: [CH3:1][O:2][C:3]([NH:5][C:6]1[NH:7][C:8]2[CH:9]=[CH:10][CH:11]=[CH:12][C:13]=2[N:14]=1)=[O:4].[Cl-].[NH4+]>O>[C:3]([NH:5][C:6]1[NH:14][C:13]2[CH:12]=[CH:11][CH:10]=[CH:9][C:8]=2[N:7]=1)([O:2][CH3:1])=[O:4].[CH2:3]1[O:2][CH2:1]1 |f:1.2|. Procedure details: 690 g. of Carbendazim aqueous suspension were used. [composition: 200 g of 2-(carbomethoxy-amino)-benzimidazole, 27 g of nonyl phenol-poly (glycol ether) formed with 20 moles ethylene oxide (Tensilin 080), 58 g. of ammonium chloride and water] Reaction SMILES: [C:1]([Si:2]([c:3]1[cH:4][cH:5][cH:47][cH:48][cH:49]1)([O:6][c:7]1[cH:8][cH:9][c:10]([O:11][CH2:12][CH:13]([CH2:14][NH:15][CH2:16][CH2:17][c:18]2[cH:19][cH:20][c:21]([NH:22][CH:23]3[CH2:24][CH2:25][N:26]([C:29](=[O:30])[NH:31][CH2:32][CH2:33][c:34]4[cH:35][c:36]([O:40][CH3:41])[cH:37][cH:38][cH:39]4)[CH2:27][CH2:28]3)[cH:42][cH:43]2)[OH:44])[cH:45][cH:46]1)[c:50]1[cH:51][cH:52][cH:53][cH:54][cH:55]1)([CH3:56])([CH3:57])[CH3:58].[CH3:59][OH:60].[CH:61]([Cl:62])([Cl:63])[Cl:64]>>[OH:6][c:7]1[cH:8][cH:9][c:10]([O:11][CH2:12][CH:13]([CH2:14][NH:15][CH2:16][CH2:17][c:18]2[cH:19][cH:20][c:21]([NH:22][CH:23]3[CH2:24][CH2:25][N:26]([C:29](=[O:30])[NH:31][CH2:32][CH2:33][c:34]4[cH:35][c:36]([O:40][CH3:41])[cH:37][cH:38][cH:39]4)[CH2:27][CH2:28]3)[cH:42][cH:43]2)[OH:44])[cH:45][cH:46]1. The reactants are COc1cccc(CCNC(=O)N2CCC(Nc3ccc(CCNCC(O)COc4ccc(O[Si](c5ccccc5)(c5ccccc5)C(C)(C)C)cc4)cc3)CC2)c1, CO, ClC(Cl)Cl. Product: COc1cccc(CCNC(=O)N2CCC(Nc3ccc(CCNCC(O)COc4ccc(O)cc4)cc3)CC2)c1. The reactants are COC(CC(C)(C)N1C=NC(=C1)NC(C(C)N)=O)=O (3-[4-(2-Amino-propionylamino)-imidazol-1-yl]-3-methyl-butyric acid methyl ester), FC=1C=C(C=C(C1)F)CC(=O)O ((3,5-Difluoro-phenyl)-acetic acid). Yields the product COC(CC(C)(C)N1C=NC(=C1)NC(C(C)NC(CC1=CC(=CC(=C1)F)F)=O)=O)=O (3-(4-{2-[2-(3,5-Difluoro-phenyl)-acetylamino]-propionylamino}-imidazol-1-yl)-3-methyl-butyric acid methyl ester). Reaction SMILES: [CH3:1][O:2][C:3](=[O:19])[CH2:4][C:5]([N:8]1[CH:12]=[C:11]([NH:13][C:14](=[O:18])[CH:15]([NH2:17])[CH3:16])[N:10]=[CH:9]1)([CH3:7])[CH3:6].[F:20][C:21]1[CH:22]=[C:23]([CH2:28][C:29](O)=[O:30])[CH:24]=[C:25]([F:27])[CH:26]=1>>[CH3:1][O:2][C:3](=[O:19])[CH2:4][C:5]([N:8]1[CH:12]=[C:11]([NH:13][C:14](=[O:18])[CH:15]([NH:17][C:29](=[O:30])[CH2:28][C:23]2[CH:22]=[C:21]([F:20])[CH:26]=[C:25]([F:27])[CH:24]=2)[CH3:16])[N:10]=[CH:9]1)([CH3:7])[CH3:6]. Procedure details: 3-[4-(2-Amino-propionylamino)-imidazol-1-yl]-3-methyl-butyric acid methyl ester was coupled with (3,5-Difluoro-phenyl)-acetic acid to provide the title compound: C13 NMR (100 MHz, CDCl3) 19.6, 28.1, 28.2, 3.0, 46.9, 49.1, 51.9, 56.4, 102.5, 102.8, 103.0, 105.1, 112.3, 112.5, 112.6, 131.0, 137.9, 138.7, 164.3, 169.1, 170.0; MS 423.2 m/z (M+1). Reactants: BrCCCCOCc1ccccc1, O=C([O-])[O-], CN(C)C=O, [K+], [K+], OCC1OC(n2c(NCc3ccc(-c4ccccc4)c(O)c3)nc3ccccc32)C(O)C1O. Yields the product OCC1OC(n2c(NCc3ccc(-c4ccccc4)c(OCCCCOCc4ccccc4)c3)nc3ccccc32)C(O)C1O. Reaction SMILES: [Br:40][CH2:41][CH2:42][CH2:43][CH2:44][O:45][CH2:46][c:47]1[cH:48][cH:49][cH:50][cH:51][cH:52]1.[C:34](=[O:35])([O-:36])[O-:37].[CH3:53][N:54]([CH3:55])[CH:56]=[O:57].[K+:38].[K+:39].[OH:1][c:2]1[cH:3][c:4]([CH2:5][NH:6][c:7]2[n:8][c:9]3[c:10]([n:11]2[CH:12]2[CH:13]([OH:14])[CH:15]([OH:16])[CH:17]([CH2:19][OH:20])[O:18]2)[cH:21][cH:22][cH:23][cH:24]3)[cH:25][cH:26][c:27]1-[c:28]1[cH:29][cH:30][cH:31][cH:32][cH:33]1>>[O:1]([c:2]1[cH:3][c:4]([CH2:5][NH:6][c:7]2[n:8][c:9]3[c:10]([n:11]2[CH:12]2[CH:13]([OH:14])[CH:15]([OH:16])[CH:17]([CH2:19][OH:20])[O:18]2)[cH:21][cH:22][cH:23][cH:24]3)[cH:25][cH:26][c:27]1-[c:28]1[cH:29][cH:30][cH:31][cH:32][cH:33]1)[CH2:41][CH2:42][CH2:43][CH2:44][O:45][CH2:46][c:47]1[cH:48][cH:49][cH:50][cH:51][cH:52]1. Yields the product ClC1=C(C(NC=C1)=O)C1=NC=2C(=CC=3C(N(C(C3C2)=O)C[C@H](CO)O)=O)N1 ((R)-2-(4-chloro-2-oxo-1,2-dihydropyridin-3-yl)-6-(2,3-dihydroxypropyl)imidazo[4,5-f]isoindole-5,7(1H,6H)-dione). RXN SMILES: [Cl:1][C:2]1[CH:7]=[CH:6][N:5]=[C:4]([O:8]C)[C:3]=1[C:10]1[NH:28][C:13]2=[CH:14][C:15]3[C:16](=[O:27])[N:17]([CH2:22][C@@H:23]([OH:26])[CH2:24][OH:25])[C:18](=[O:21])[C:19]=3[CH:20]=[C:12]2[N:11]=1.Cl>O1CCOCC1>[Cl:1][C:2]1[CH:7]=[CH:6][NH:5][C:4](=[O:8])[C:3]=1[C:10]1[NH:11][C:12]2=[CH:20][C:19]3[C:18](=[O:21])[N:17]([CH2:22][C@@H:23]([OH:26])[CH2:24][OH:25])[C:16](=[O:27])[C:15]=3[CH:14]=[C:13]2[N:28]=1. Reported procedure: To a solution of (R)-2-(4-chloro-2-methoxypyridin-3-yl)-6-(2,3-dihydroxypropyl)imidazo[4,5-f]isoindole-5,7(1H,6H)-dione (380 mg, 0.95 mmol) in 50 mL of dioxane was added 1 mL of conc. HCl. The mixture was heated to reflux and maintained for 3 h. The solvent was removed by rotary evaporation and the solid residue was triturated with n-butanol three times to give a white solid which was used directly in the next step. APCI MS: m/z 389.0 (M+1). Run in O1CCOCC1 (dioxane). Starting materials: ClC1=C(C(=NC=C1)OC)C1=NC=2C(=CC=3C(N(C(C3C2)=O)C[C@H](CO)O)=O)N1 ((R)-2-(4-chloro-2-methoxypyridin-3-yl)-6-(2,3-dihydroxypropyl)imidazo[4,5-f]isoindole-5,7(1H,6H)-dione), Cl (HCl). Reactants: Cl.NC(C(CC(C(=O)NCCCC)C(C)C)O)CC1CCCCC1 (δ-Amino-N-butyl-γ-hydroxy-α-(1-methylethyl)cyclohexanehexanamide hydrochloride), C(C)(=O)[O-].[Na+] (sodium acetate), CC(CCC=O)C (4-methylpentanal), C(#N)[BH3-].[Na+] (Sodium cyanoborohydride), C(=O)(O)[O-].[Na+] (NaHCO3), Cl (HCl). Solvent: O (Water), C(C)(=O)O (Acetic acid), C(C)(=O)O (acetic acid), CO (MeOH). Run at temperature 0 celsius, time 30 minute. Product: [NH4+].[OH-] (NH4OH), Cl.C(CCC)NC(C(CC(C(CC1CCCCC1)NCCCC(C)C)O)C(C)C)=O (N-Butyl-γ-hydroxy-α-(1-methylethyl)-δ-[(4-methylpentyl)amino]cyclohexanehexanamide hydrochloride). The yield is 103.6%. RXN SMILES: [ClH:1].[NH2:2][CH:3]([CH2:18][CH:19]1[CH2:24][CH2:23][CH2:22][CH2:21][CH2:20]1)[CH:4]([OH:17])[CH2:5][CH:6]([CH:14]([CH3:16])[CH3:15])[C:7]([NH:9][CH2:10][CH2:11][CH2:12][CH3:13])=[O:8].C([O-])(=O)C.[Na+].[CH3:30][CH:31]([CH3:36])[CH2:32][CH2:33][CH:34]=O.C([BH3-])#N.[Na+].Cl.C([O-])(O)=O.[Na+]>CO.O.C(O)(=O)C>[NH4+:2].[OH-:8].[ClH:1].[CH2:10]([NH:9][C:7](=[O:8])[CH:6]([CH:14]([CH3:15])[CH3:16])[CH2:5][CH:4]([OH:17])[CH:3]([NH:2][CH2:34][CH2:33][CH2:32][CH:31]([CH3:36])[CH3:30])[CH2:18][CH:19]1[CH2:20][CH2:21][CH2:22][CH2:23][CH2:24]1)[CH2:11][CH2:12][CH3:13] |f:0.1,2.3,5.6,8.9,13.14,15.16|. Procedure details: [αS-(αR*,γR*,δR*)]δ-Amino-N-butyl-γ-hydroxy-α-(1-methylethyl)cyclohexanehexanamide hydrochloride (II: 152 mg, 0.328 mmol), sodium acetate (27 mg, 0.328 mmol) and 4-methylpentanal (36 mg, 0.36 mmol) were dissolved in MeOH (3.2 mL). Sodium cyanoborohydride (20.6 mg, 0.328 mmol) was added and the reaction cooled to 0° C. Acetic acid (0.57 mL, 10.0 mmol) was added dropwise. After the addition was complete the reaction was allowed to warm to r.t. over 3 h. Additional acetic acid was added (0.3 mL) an... The reactants are P12(=S)SP3(=S)SP(=S)(S1)SP(=S)(S2)S3 (phosphorus pentasulfide), CN1C(N(C(C=C1C1=CC(=C(C=C1)OC)SC)=O)C)=O (1,3-dimethyl-6-(4-methoxy-3-methylthiophenyl)-1,2,3,4-tetrahydropyrimidine-2,4dione), O (water). The solvent is N1=CC=CC=C1 (pyridine). Yields the product CN1C(N(C(C=C1C1=CC(=C(C=C1)OC)SC)=S)C)=O (1,3-dimethyl-6-(4-methoxy-3-methylthiophenyl)-1,2,3,4-tetrahydro-4-thioxopyrimidin-2-one). Isolated yield 159.3%. Reaction SMILES: [CH3:1][N:2]1[C:7]([C:8]2[CH:13]=[CH:12][C:11]([O:14][CH3:15])=[C:10]([S:16][CH3:17])[CH:9]=2)=[CH:6][C:5](=O)[N:4]([CH3:19])[C:3]1=[O:20].P12(SP3(SP(SP(S3)(S1)=S)(=S)S2)=S)=[S:22].O>N1C=CC=CC=1>[CH3:1][N:2]1[C:7]([C:8]2[CH:13]=[CH:12][C:11]([O:14][CH3:15])=[C:10]([S:16][CH3:17])[CH:9]=2)=[CH:6][C:5](=[S:22])[N:4]([CH3:19])[C:3]1=[O:20]. Procedure: To a suspension of 1,3-dimethyl-6-(4-methoxy-3-methylthiophenyl)-1,2,3,4-tetrahydropyrimidine-2,4dione (6.5 g) in pyridine (60 ml) was added phosphorus pentasulfide (4.95 g), and refluxed for 8 hours. After cooled, the mixture was poured into water (600 ml). The precipitates were collected, dried in the air, and refluxed with ethanol (150 ml) for 2 hours. After cooled, resulting precipitates were filtered, and washed with ethanol and diisopropyl ether, to give 1,3-dimethyl-6-(4-methoxy-3-methylt... Reactants: CC#N, CCN(C(C)C)C(C)C, Cc1ccc(N2CCc3ncnc(Cl)c3C2)c(C#N)c1, NCc1ccc2ocnc2c1. The product is Cc1ccc(N2CCc3ncnc(NCc4ccc5ocnc5c4)c3C2)c(C#N)c1. Reaction SMILES: [CH3:41][C:42]#[N:43].[CH:32]([N:33]([CH2:34][CH3:35])[CH:36]([CH3:37])[CH3:38])([CH3:39])[CH3:40].[Cl:1][c:2]1[c:3]2[c:4]([n:5][cH:6][n:7]1)[CH2:8][CH2:9][N:10]([c:12]1[c:13]([C:14]#[N:15])[cH:16][c:17]([CH3:20])[cH:18][cH:19]1)[CH2:11]2.[o:21]1[cH:22][n:23][c:24]2[c:25]1[cH:26][cH:27][c:28]([CH2:30][NH2:31])[cH:29]2>>[c:2]1([NH:31][CH2:30][c:28]2[cH:27][cH:26][c:25]3[o:21][cH:22][n:23][c:24]3[cH:29]2)[c:3]2[c:4]([n:5][cH:6][n:7]1)[CH2:8][CH2:9][N:10]([c:12]1[c:13]([C:14]#[N:15])[cH:16][c:17]([CH3:20])[cH:18][cH:19]1)[CH2:11]2. The reactants are CCOC(=O)N1c2c(N)cc(Cl)cc2C(N(Cc2cc(C(F)(F)F)cc(C(F)(F)F)c2)C(=O)OC)CC1C, CC(=O)Cl, CCOC(C)=O, ClCCl, c1ccncc1. Product: CCOC(=O)N1c2c(NC(C)=O)cc(Cl)cc2C(N(Cc2cc(C(F)(F)F)cc(C(F)(F)F)c2)C(=O)OC)CC1C. RXN SMILES: [CH2:1]([CH3:2])[O:3][C:4](=[O:5])[N:6]1[CH:7]([CH3:38])[CH2:8][CH:9]([N:18]([C:19](=[O:20])[O:21][CH3:22])[CH2:23][c:24]2[cH:25][c:26]([C:34]([F:35])([F:36])[F:37])[cH:27][c:28]([C:30]([F:31])([F:32])[F:33])[cH:29]2)[c:10]2[cH:11][c:12]([Cl:17])[cH:13][c:14]([NH2:16])[c:15]21.[CH3:48][C:49]([Cl:50])=[O:51].[CH3:52][CH2:53][O:54][C:55](=[O:56])[CH3:57].[Cl:39][CH2:40][Cl:41].[cH:42]1[cH:43][cH:44][n:45][cH:46][cH:47]1>>[CH2:1]([CH3:2])[O:3][C:4](=[O:5])[N:6]1[CH:7]([CH3:38])[CH2:8][CH:9]([N:18]([C:19](=[O:20])[O:21][CH3:22])[CH2:23][c:24]2[cH:25][c:26]([C:34]([F:35])([F:36])[F:37])[cH:27][c:28]([C:30]([F:31])([F:32])[F:33])[cH:29]2)[c:10]2[cH:11][c:12]([Cl:17])[cH:13][c:14]([NH:16][C:49]([CH3:48])=[O:51])[c:15]21. Reactants: BrBr (Bromine), OC=1C=C(C=O)C(=CC1O)CC(=O)OC (3,4-dihydroxy-6-(methoxycarbonylmethyl)benzaldehyde). Run in C(C)(=O)O (acetic acid), O (water). Run at time 5.5 hour. Product: BrC=1C(=C(C=O)C=C(C1O)O)CC(=O)OC (3-bromo-4,5-dihydroxy-2-(methoxycarbonylmethyl)benzaldehyde). Reaction SMILES: [Br:1]Br.[OH:3][C:4]1[CH:5]=[C:6]([C:9]([CH2:13][C:14]([O:16][CH3:17])=[O:15])=[CH:10][C:11]=1[OH:12])[CH:7]=[O:8]>C(O)(=O)C.O>[Br:1][C:10]1[C:9]([CH2:13][C:14]([O:16][CH3:17])=[O:15])=[C:6]([CH:5]=[C:4]([OH:3])[C:11]=1[OH:12])[CH:7]=[O:8]. Procedure details: Bromine (192 μl) was added to a suspension of 3,4-dihydroxy-6-(methoxycarbonylmethyl)benzaldehyde (0.79 g) in acetic acid (15 ml). The reaction mixture was stirred at ambient temperature for 5-6 hours, diluted with water (30 ml) and extracted into ethyl acetate (200 ml). The organic phase was washed with NaHCO3, water (100 ml) and brine, dried and evaporated under reduced pressure to give a brown solid. This was purified by chromatography using aqueous acetonitrile mixtures to give 3-bromo-4,5-d...